Dataset: the Open Reaction Database (ORD), a public repository of structured organic reaction records. Task: describe an organic reaction: reactants, conditions, products, and yield The reactants are O=C(CCl)NCC=CCOc1cc(CN2CCCCC2)ccn1, CC(O)CS. Yields the product CC(O)CSCC(=O)NCC=CCOc1cc(CN2CCCCC2)ccn1. Reaction SMILES: [N:1]1([CH2:7][c:8]2[cH:9][c:10]([O:14][CH2:15][CH:16]=[CH:17][CH2:18][NH:19][C:20]([CH2:21][Cl:22])=[O:23])[n:11][cH:12][cH:13]2)[CH2:2][CH2:3][CH2:4][CH2:5][CH2:6]1.[SH:24][CH2:25][CH:26]([CH3:27])[OH:28]>>[N:1]1([CH2:7][c:8]2[cH:9][c:10]([O:14][CH2:15][CH:16]=[CH:17][CH2:18][NH:19][C:20]([CH2:21][S:24][CH2:25][CH:26]([CH3:27])[OH:28])=[O:23])[n:11][cH:12][cH:13]2)[CH2:2][CH2:3][CH2:4][CH2:5][CH2:6]1. The yield is 0.1%. The reagents and catalysts are C1(=CC=CC=C1)P(C1=CC=CC=C1)C1=CC=CC=C1.C1(=CC=CC=C1)P(C1=CC=CC=C1)C1=CC=CC=C1.C1(=CC=CC=C1)P(C1=CC=CC=C1)C1=CC=CC=C1.C1(=CC=CC=C1)P(C1=CC=CC=C1)C1=CC=CC=C1.[Pd] (palladium tetrakis(triphenylphosphine)). Reported procedure: A mixture of methyl 5-bromo-4-methyl-1H-pyrrole-3-carboxylate (0.27 g, 1.2 mmol), [4-fluoro-2-(trifluoromethyl)phenyl]boronic acid (0.61 g, 2.9 mmol), Na2CO3 (0.6 g, 5.7 mmol) and palladium tetrakis(triphenylphosphine) (96 mg, 0.083 mmol) in toluene/water (10:1, 10 ml) was stirred at 110° C. for 1.5 h under N2. The reaction mixture was cooled to room temperature and diluted with ethyl acetate. The mixture was washed with water and brine, then dried over sodium sulfate and concentrated on a rotar... RXN SMILES: Br[C:2]1[NH:6][CH:5]=[C:4]([C:7]([O:9][CH3:10])=[O:8])[C:3]=1[CH3:11].[F:12][C:13]1[CH:18]=[CH:17][C:16](B(O)O)=[C:15]([C:22]([F:25])([F:24])[F:23])[CH:14]=1.C([O-])([O-])=O.[Na+].[Na+]>C1(C)C=CC=CC=1.O.C(OCC)(=O)C.C1(P(C2C=CC=CC=2)C2C=CC=CC=2)C=CC=CC=1.C1(P(C2C=CC=CC=2)C2C=CC=CC=2)C=CC=CC=1.C1(P(C2C=CC=CC=2)C2C=CC=CC=2)C=CC=CC=1.C1(P(C2C=CC=CC=2)C2C=CC=CC=2)C=CC=CC=1.[Pd]>[F:12][C:13]1[CH:18]=[CH:17][C:16]([C:2]2[NH:6][CH:5]=[C:4]([C:7]([O:9][CH3:10])=[O:8])[C:3]=2[CH3:11])=[C:15]([C:22]([F:23])([F:24])[F:25])[CH:14]=1 |f:2.3.4,5.6,8.9.10.11.12|. Product: FC1=CC(=C(C=C1)C1=C(C(=CN1)C(=O)OC)C)C(F)(F)F (methyl 5-[4-fluoro-2-(trifluoromethyl)phenyl]-4-methyl-1H-pyrrole-3-carboxylate). Solvent: C(C)(=O)OCC (ethyl acetate), C1(=CC=CC=C1)C.O (toluene water). Conditions: temperature 110 celsius, time 1.5 hour. Starting materials: BrC1=C(C(=CN1)C(=O)OC)C (methyl 5-bromo-4-methyl-1H-pyrrole-3-carboxylate), FC1=CC(=C(C=C1)B(O)O)C(F)(F)F ([4-fluoro-2-(trifluoromethyl)phenyl]boronic acid), C(=O)([O-])[O-].[Na+].[Na+] (Na2CO3). Reactants: FC(F)(F)Oc1ccc(Br)cc1, C1CCOC1, [Li]CCCC, CC(C)=O, CCCCCC, N#Cc1ccc(C2CC(=O)c3cncn32)c(F)c1. The product is N#Cc1ccc(C2CC(O)(c3ccc(OC(F)(F)F)cc3)c3cncn32)c(F)c1. Reaction SMILES: [Br:12][c:13]1[cH:14][cH:15][c:16]([O:19][C:20]([F:21])([F:22])[F:23])[cH:17][cH:18]1.[CH2:42]1[O:43][CH2:44][CH2:45][CH2:46]1.[CH3:1][CH2:2][CH2:3][CH2:4][Li:5].[CH3:47][C:48](=[O:49])[CH3:50].[CH3:6][CH2:7][CH2:8][CH2:9][CH2:10][CH3:11].[F:24][c:25]1[cH:26][c:27]([C:28]#[N:29])[cH:30][cH:31][c:32]1[CH:33]1[CH2:34][C:35](=[O:41])[c:36]2[n:37]1[cH:38][n:39][cH:40]2>>[c:13]1([C:35]2([OH:41])[CH2:34][CH:33]([c:32]3[c:25]([F:24])[cH:26][c:27]([C:28]#[N:29])[cH:30][cH:31]3)[n:37]3[c:36]2[cH:40][n:39][cH:38]3)[cH:14][cH:15][c:16]([O:19][C:20]([F:21])([F:22])[F:23])[cH:17][cH:18]1.